This data is from the Open Reaction Database (ORD), a public repository of structured organic reaction records. The task is: describe an organic reaction: reactants, conditions, products, and yield Reactants: COC1=CC=C(C=C1)C1C=2N(CCC1(C)C)C=NC2 (8-(4-methoxyphenyl)-7,7-dimethyl-5,6,7,8-tetrahydroimidazo[1,5-a]pyridine), B(Br)(Br)Br (boron tribromide), C(O)([O-])=O.[Na+] (sodium hydrogen carbonate). Solvent: ClCCl (dichloromethane). Run at temperature 0 celsius, time 1 hour. Product: CC1(C(C=2N(CC1)C=NC2)C2=CC=C(C=C2)O)C (4-(7,7-Dimethyl-5,6,7,8-tetrahydroimidazo[1,5-a]pyridin-8-yl)phenol). As a reaction SMILES: C[O:2][C:3]1[CH:8]=[CH:7][C:6]([CH:9]2[C:14]([CH3:16])([CH3:15])[CH2:13][CH2:12][N:11]3[CH:17]=[N:18][CH:19]=[C:10]23)=[CH:5][CH:4]=1.B(Br)(Br)Br.C(=O)([O-])O.[Na+]>ClCCl>[CH3:15][C:14]1([CH3:16])[CH2:13][CH2:12][N:11]2[CH:17]=[N:18][CH:19]=[C:10]2[CH:9]1[C:6]1[CH:7]=[CH:8][C:3]([OH:2])=[CH:4][CH:5]=1 |f:2.3|. Procedure: A solution of 3.30 mmol of 8-(4-methoxyphenyl)-7,7-dimethyl-5,6,7,8-tetrahydroimidazo[1,5-a]pyridine in 50 ml of dichloromethane is admixed dropwise at 0-5° C. with 8.25 mmol of boron tribromide (1M solution in dichloromethane). The reaction solution is subsequently stirred at 0° C. for 1 hour, then admixed with saturated aqueous sodium hydrogen carbonate solution and extracted with dichloromethane (3×). The combined organic phases are dried over magnesium sulphate and evaporated. The residue is... Starting materials: Cc1ccccc1, ClC(Cl)Cl, Cc1ncc([N+](=O)[O-])n1CCCl, [K], O=C1NC(=O)c2c1cccc2[N+](=O)[O-]. Product: Cc1ncc([N+](=O)[O-])n1CCN1C(=O)c2cccc([N+](=O)[O-])c2C1=O. RXN SMILES: [CH3:28][c:29]1[cH:30][cH:31][cH:32][cH:33][cH:34]1.[CH:35]([Cl:36])([Cl:37])[Cl:38].[Cl:16][CH2:17][CH2:18][n:19]1[c:20]([CH3:27])[n:21][cH:22][c:23]1[N+:24](=[O:25])[O-:26].[K:15].[N+:1](=[O:2])([O-:3])[c:4]1[c:5]2[c:6]([cH:12][cH:13][cH:14]1)[C:7](=[O:8])[NH:9][C:10]2=[O:11]>>[N+:1](=[O:2])([O-:3])[c:4]1[c:5]2[c:6]([cH:12][cH:13][cH:14]1)[C:7](=[O:8])[N:9]([CH2:17][CH2:18][n:19]1[c:20]([CH3:27])[n:21][cH:22][c:23]1[N+:24](=[O:25])[O-:26])[C:10]2=[O:11]. The reactants are BrB(Br)Br, ClCCl, COc1ccc(C(=O)c2ccc(I)cc2)cc1, O. Yields the product O=C(c1ccc(O)cc1)c1ccc(I)cc1. As a reaction SMILES: [B:18]([Br:19])([Br:20])[Br:21].[Cl:23][CH2:24][Cl:25].[I:1][c:2]1[cH:3][cH:4][c:5]([C:8](=[O:9])[c:10]2[cH:11][cH:12][c:13]([O:16][CH3:17])[cH:14][cH:15]2)[cH:6][cH:7]1.[OH2:22]>>[I:1][c:2]1[cH:3][cH:4][c:5]([C:8](=[O:9])[c:10]2[cH:11][cH:12][c:13]([OH:16])[cH:14][cH:15]2)[cH:6][cH:7]1. The reactants are CO, COCCN(C)Cc1ccc([N+](=O)[O-])cc1, NN. Product: COCCN(C)Cc1ccc(N)cc1. Reaction SMILES: [CH3:19][OH:20].[CH3:1][O:2][CH2:3][CH2:4][N:5]([CH2:6][c:7]1[cH:8][cH:9][c:10]([N+:13]([O-:14])=[O:15])[cH:11][cH:12]1)[CH3:16].[NH2:17][NH2:18]>>[CH3:1][O:2][CH2:3][CH2:4][N:5]([CH2:6][c:7]1[cH:8][cH:9][c:10]([NH2:13])[cH:11][cH:12]1)[CH3:16]. Starting materials: ClC=1C=C(C=CC1F)C1=CN=C2N1C=CC(=C2F)C(C)(C)O (2-[3-(3-Chloro-4-fluorophenyl)-8-fluoroimidazo[1,2-α]pyridin-7-yl]-propan-2-ol), FC=1C=C(C=CC1F)B(O)O (3,4-difluorobenzeneboronic acid). Yields the product FC=1C=2N(C=CC1C(C)(C)O)C(=CN2)C=2C=CC(=C(C2)C2=CC(=C(C=C2)F)F)F (2-[8-fluoro-3-(2,3′,4′-trifluorobiphenyl-5-yl)-imidazo[1,2-α]pyridin-7-yl]propan-2-ol). Isolated yield 3.0%. RXN SMILES: Cl[C:2]1[CH:3]=[C:4]([C:9]2[N:13]3[CH:14]=[CH:15][C:16]([C:19]([OH:22])([CH3:21])[CH3:20])=[C:17]([F:18])[C:12]3=[N:11][CH:10]=2)[CH:5]=[CH:6][C:7]=1[F:8].[F:23][C:24]1[CH:25]=[C:26](B(O)O)[CH:27]=[CH:28][C:29]=1[F:30]>>[F:18][C:17]1[C:12]2[N:13]([C:9]([C:4]3[CH:5]=[CH:6][C:7]([F:8])=[C:2]([C:27]4[CH:26]=[CH:25][C:24]([F:23])=[C:29]([F:30])[CH:28]=4)[CH:3]=3)=[CH:10][N:11]=2)[CH:14]=[CH:15][C:16]=1[C:19]([OH:22])([CH3:21])[CH3:20]. Procedure details: 2-[3-(3-Chloro-4-fluorophenyl)-8-fluoroimidazo[1,2-α]pyridin-7-yl]-propan-2-ol and 3,4-difluorobenzeneboronic acid were coupled in the same way as in Example 30 to give 2-[8-fluoro-3-(2,3′,4′-trifluorobiphenyl-5-yl)-imidazo[1,2-α]pyridin-7-yl]propan-2-ol as an off-white solid (6 mg, 3%): m/z (ES+) 401 [MH+].